Dataset: the Open Reaction Database (ORD), a public repository of structured organic reaction records. Task: describe an organic reaction: reactants, conditions, products, and yield Starting materials: C(C1=CC=CC=C1)NC1=C(C=NC(=C1)Cl)CC(=O)N (4-(benzylamino)-6-chloropyridine-3-carboxyamide), NC1=CC=CC=C1 (aniline), CS(=O)(=O)O (methanesulfonic acid). The solvent is C1(=CC=CC=C1)OC1=CC=CC=C1 (diphenylether), C(Cl)(Cl)Cl (chloroform). Run at temperature 180 celsius, time 30 minute. Product: C(C1=CC=CC=C1)NC1=C(C=NC(=C1)NC1=CC=CC=C1)CC(=O)N (4-(benzylamino)-6-(phenylamino)pyridine-3-carboxyamide). The yield is 99.5%. As a reaction SMILES: [CH2:1]([NH:8][C:9]1[CH:14]=[C:13](Cl)[N:12]=[CH:11][C:10]=1[CH2:16][C:17]([NH2:19])=[O:18])[C:2]1[CH:7]=[CH:6][CH:5]=[CH:4][CH:3]=1.[NH2:20][C:21]1[CH:26]=[CH:25][CH:24]=[CH:23][CH:22]=1.CS(O)(=O)=O>C1(OC2C=CC=CC=2)C=CC=CC=1.C(Cl)(Cl)Cl>[CH2:1]([NH:8][C:9]1[CH:14]=[C:13]([NH:20][C:21]2[CH:26]=[CH:25][CH:24]=[CH:23][CH:22]=2)[N:12]=[CH:11][C:10]=1[CH2:16][C:17]([NH2:19])=[O:18])[C:2]1[CH:7]=[CH:6][CH:5]=[CH:4][CH:3]=1. Procedure: To 25 mg of 4-(benzylamino)-6-chloropyridine-3-carboxyamide suspended in 0.2 mL of diphenylether, 18 mg of aniline and 9 mg of methanesulfonic acid were added and stirred at 180° C. for 30 minutes. After cooling, the reaction mixture was dissolved in chloroform, washed with saturated aqueous sodium bicarbonate, and dried on anhydrous sodium sulfate. The solvent was evaporated and the residue was purified by silica gel column chromatography (chloroform:methanol=40:1-10:1) to obtain 30 mg (99%) of... The reactants are C=CC(=O)Cl, ClCCl, C=CCCC(N)C(O)C(Cc1ccccc1)N(Cc1ccccc1)Cc1ccccc1, [Na+], [Na+], O=C([O-])[O-]. The product is C=CCCC(NC(=O)C=C)C(O)C(Cc1ccccc1)N(Cc1ccccc1)Cc1ccccc1. Reaction SMILES: [C:7]([CH:8]=[CH2:9])(=[O:10])[Cl:11].[Cl:43][CH2:44][Cl:45].[NH2:12][CH:13]([CH:14]([CH:15]([CH2:16][c:17]1[cH:18][cH:19][cH:20][cH:21][cH:22]1)[N:23]([CH2:24][c:25]1[cH:26][cH:27][cH:28][cH:29][cH:30]1)[CH2:31][c:32]1[cH:33][cH:34][cH:35][cH:36][cH:37]1)[OH:38])[CH2:39][CH2:40][CH:41]=[CH2:42].[Na+:1].[Na+:2].[O-:3][C:4](=[O:5])[O-:6]>>[C:7]([CH:8]=[CH2:9])(=[O:10])[NH:12][CH:13]([CH:14]([CH:15]([CH2:16][c:17]1[cH:18][cH:19][cH:20][cH:21][cH:22]1)[N:23]([CH2:24][c:25]1[cH:26][cH:27][cH:28][cH:29][cH:30]1)[CH2:31][c:32]1[cH:33][cH:34][cH:35][cH:36][cH:37]1)[OH:38])[CH2:39][CH2:40][CH:41]=[CH2:42]. Reactants: C=CCc1cc2c(c(C(F)(F)F)c1)C(=O)N1CCN(C(=O)OC(C)(C)C)CC21, CO. Yields the product CCCc1cc2c(c(C(F)(F)F)c1)C(=O)N1CCN(C(=O)OC(C)(C)C)CC21. As a reaction SMILES: [C:1]([CH3:2])([CH3:3])([CH3:4])[O:5][C:6](=[O:7])[N:8]1[CH2:9][CH:10]2[N:11]([C:12](=[O:26])[c:13]3[c:14]([C:22]([F:23])([F:24])[F:25])[cH:15][c:16]([CH2:19][CH:20]=[CH2:21])[cH:17][c:18]32)[CH2:27][CH2:28]1.[CH3:29][OH:30]>>[C:1]([CH3:2])([CH3:3])([CH3:4])[O:5][C:6](=[O:7])[N:8]1[CH2:9][CH:10]2[N:11]([C:12](=[O:26])[c:13]3[c:14]([C:22]([F:23])([F:24])[F:25])[cH:15][c:16]([CH2:19][CH2:20][CH3:21])[cH:17][c:18]32)[CH2:27][CH2:28]1. Isolated yield 38.5%. As a reaction SMILES: [Cl:1][C:2]1[CH:7]=[CH:6][C:5]([C:8]([C:11]2[N:15]([C:16]3[CH:21]=[CH:20][C:19]([F:22])=[CH:18][CH:17]=3)[C:14]([SH:23])=[N:13][CH:12]=2)([CH3:10])[CH3:9])=[CH:4][C:3]=1[O:24][CH3:25].[F:26][C:27]1[CH:28]=[C:29]([CH:34]=[C:35]([F:39])[C:36]=1[CH2:37]O)[O:30][CH2:31][C:32]#[N:33].C1C=CC(P(C2C=CC=CC=2)C2C=CC=CC=2)=CC=1.CC(OC(/N=N/C(OC(C)C)=O)=O)C>C1COCC1>[Cl:1][C:2]1[CH:7]=[CH:6][C:5]([C:8]([C:11]2[N:15]([C:16]3[CH:21]=[CH:20][C:19]([F:22])=[CH:18][CH:17]=3)[C:14]([S:23][CH2:37][C:36]3[C:35]([F:39])=[CH:34][C:29]([O:30][CH2:31][C:32]#[N:33])=[CH:28][C:27]=3[F:26])=[N:13][CH:12]=2)([CH3:10])[CH3:9])=[CH:4][C:3]=1[O:24][CH3:25]. Yields the product ClC1=C(C=C(C=C1)C(C)(C)C1=CN=C(N1C1=CC=C(C=C1)F)SCC1=C(C=C(OCC#N)C=C1F)F)OC (2-(4-((5-(2-(4-chloro-3-methoxyphenyl)propan-2-yl)-1-(4-fluorophenyl)-1H-imidazol-2-ylthio)methyl)-3,5-difluorophenoxy)acetonitrile). Reactants: ClC1=C(C=C(C=C1)C(C)(C)C1=CN=C(N1C1=CC=C(C=C1)F)S)OC (5-(2-(4-chloro-3-methoxyphenyl)propan-2-yl)-1-(4-fluorophenyl)-1H-imidazole-2-thiol), FC=1C=C(OCC#N)C=C(C1CO)F (2-(3,5-difluoro-4-(hydroxymethyl)phenoxy)acetonitrile), C1=CC=C(C=C1)P(C2=CC=CC=C2)C3=CC=CC=C3 (PPh3), CC(C)OC(=O)/N=N/C(=O)OC(C)C (DIAD). Solvent: C1CCOC1 (THF). Reported procedure: In a similar manner 5-(2-(4-chloro-3-methoxyphenyl)propan-2-yl)-1-(4-fluorophenyl)-1H-imidazole-2-thiol (227 mg, 0.60 mmol), 2-(3,5-difluoro-4-(hydroxymethyl)phenoxy)acetonitrile (156 mg, 0.78 mmol), PPh3 (173 mg, 0.66 mmol) and DIAD (137 μL, 0.66 mmol) in THF (0.8 mL) were reacted, processed and purified by flash chromatography (80% EtOAc/Hex) to provide 2-(4-((5-(2-(4-chloro-3-methoxyphenyl)propan-2-yl)-1-(4-fluorophenyl)-1H-imidazol-2-ylthio)methyl)-3,5-difluorophenoxy)acetonitrile (129 mg, 3... Reactants: CN(CC(C)O)C (1-(dimethylamino)-2-propanol), ClC1=CC=C(C=C1)C(=C=O)C(C)C ((4-chlorophenyl)isopropylketene). The solvent is C1(=CC=CC=C1)C (toluene). Run at time 1.25 hour. Product: C(C)(C)C(C(=O)OC(CN(C)C)C)C1=CC=C(C=C1)Cl (1-(Dimethylamino)-2-propyl Isopropyl-(4-chlorophenyl)acetate). RXN SMILES: [CH3:1][N:2]([CH3:7])[CH2:3][CH:4]([OH:6])[CH3:5].[Cl:8][C:9]1[CH:14]=[CH:13][C:12]([C:15]([CH:18]([CH3:20])[CH3:19])=[C:16]=[O:17])=[CH:11][CH:10]=1>C1(C)C=CC=CC=1>[CH:18]([CH:15]([C:12]1[CH:13]=[CH:14][C:9]([Cl:8])=[CH:10][CH:11]=1)[C:16]([O:6][CH:4]([CH3:5])[CH2:3][N:2]([CH3:7])[CH3:1])=[O:17])([CH3:20])[CH3:19]. Procedure: A 1 dram vial fitted with a septum cap was charged with 0.69 g of toluene followed by 1.08 g of optically-active 1-(dimethylamino)-2-propanol. The resulting mixture was chilled with ice and then 0.196 g of (4-chlorophenyl)isopropylketene was injected. The reaction temperature rose slowly to 30° C. The color discharged after 1.25 hours at room temperature. The reaction product was separated by gas liquid chromatography to give the desired product in a diastereomer ratio of 25.6% of isomer pair 1 ...